Dataset: the Open Reaction Database (ORD), a public repository of structured organic reaction records. Task: describe an organic reaction: reactants, conditions, products, and yield Reaction SMILES: [Br:1][c:2]1[s:3][c:4]2[c:5]([n:6]1)[c:7]([F:13])[cH:8][c:9]([CH2:11][OH:12])[cH:10]2.[CH2:14]1[O:15][CH2:16][CH2:17][CH2:18]1>>[Br:1][c:2]1[s:3][c:4]2[c:5]([n:6]1)[c:7]([F:13])[cH:8][c:9]([CH:11]=[O:12])[cH:10]2. Starting materials: OCc1cc(F)c2nc(Br)sc2c1, C1CCOC1. Yields the product O=Cc1cc(F)c2nc(Br)sc2c1. Reactants: CCOC(=O)C(Br)c1ccccc1, CCOC(C)=O, [Cl-], [H-], CC(C)(C)OC(=O)n1c(=O)[nH]c2cc(I)ccc21, [NH4+], [Na+], CN(C)C=O. The product is CCOC(=O)C(c1ccccc1)n1c(=O)n(C(=O)OC(C)(C)C)c2ccc(I)cc21. Reaction SMILES: [Br:21][CH:22]([C:23](=[O:24])[O:25][CH2:26][CH3:27])[c:28]1[cH:29][cH:30][cH:31][cH:32][cH:33]1.[CH3:41][CH2:42][O:43][C:44](=[O:45])[CH3:46].[Cl-:34].[H-:19].[I:1][c:2]1[cH:3][c:4]2[c:5]([n:6]([C:10](=[O:11])[O:12][C:13]([CH3:14])([CH3:15])[CH3:16])[c:7](=[O:9])[nH:8]2)[cH:17][cH:18]1.[NH4+:35].[Na+:20].[O:36]=[CH:37][N:38]([CH3:39])[CH3:40]>>[I:1][c:2]1[cH:3][c:4]2[c:5]([n:6]([C:10](=[O:11])[O:12][C:13]([CH3:14])([CH3:15])[CH3:16])[c:7](=[O:9])[n:8]2[CH:22]([C:23](=[O:24])[O:25][CH2:26][CH3:27])[c:28]2[cH:29][cH:30][cH:31][cH:32][cH:33]2)[cH:17][cH:18]1. Starting materials: C(C)N1[C@@H](CCC1)C1=NN=C2N1C=C(C=C2)O[C@@H]2CC[C@@H](C1=CC=CC=C21)N ((1S,4R)-4-[3-((S)-1-Ethyl-pyrrolidin-2-yl)-[1,2,4]triazolo[4,3-a]pyridin-6-yloxy]-1,2,3,4-tetrahydro-naphthalen-1-ylamine), CCN(C(C)C)C(C)C (DIPEA), ClC(COC(NC=1N(N=C(C1)C(C)(C)C)C1=CC=C(C=C1)C)=O)(Cl)Cl ((5-tert-butyl-2-p-tolyl-2H-pyrazol-3-yl)-carbamic acid 2,2,2-trichloro-ethyl ester). Solvent: O1CCOCC1 (1,4-dioxane). Reaction conditions: temperature 60 celsius. Yields the product C(C)(C)(C)C=1C=C(N(N1)C1=CC=C(C=C1)C)NC(=O)N[C@H]1CC[C@H](C2=CC=CC=C12)OC=1C=CC=2N(C1)C(=NN2)[C@H]2N(CCC2)CC (1-(5-tert-Butyl-2-p-tolyl-2H-pyrazol-3-yl)-3-{(1S,4R)-4-[3-((S)-1-ethyl-pyrrolidin-2-yl)-[1,2,4]triazolo[4,3-a]pyridin-6-yloxy]-1,2,3,4-tetrahydro-naphthalen-1-yl}-urea). Reaction SMILES: [CH2:1]([N:3]1[CH2:7][CH2:6][CH2:5][C@H:4]1[C:8]1[N:12]2[CH:13]=[C:14]([O:17][C@H:18]3[C:27]4[C:22](=[CH:23][CH:24]=[CH:25][CH:26]=4)[C@@H:21]([NH2:28])[CH2:20][CH2:19]3)[CH:15]=[CH:16][C:11]2=[N:10][N:9]=1)[CH3:2].CCN(C(C)C)C(C)C.ClC(Cl)(Cl)C[O:41][C:42](=O)[NH:43][C:44]1[N:45]([C:53]2[CH:58]=[CH:57][C:56]([CH3:59])=[CH:55][CH:54]=2)[N:46]=[C:47]([C:49]([CH3:52])([CH3:51])[CH3:50])[CH:48]=1>O1CCOCC1>[C:49]([C:47]1[CH:48]=[C:44]([NH:43][C:42]([NH:28][C@@H:21]2[C:22]3[C:27](=[CH:26][CH:25]=[CH:24][CH:23]=3)[C@H:18]([O:17][C:14]3[CH:15]=[CH:16][C:11]4[N:12]([C:8]([C@@H:4]5[CH2:5][CH2:6][CH2:7][N:3]5[CH2:1][CH3:2])=[N:9][N:10]=4)[CH:13]=3)[CH2:19][CH2:20]2)=[O:41])[N:45]([C:53]2[CH:58]=[CH:57][C:56]([CH3:59])=[CH:55][CH:54]=2)[N:46]=1)([CH3:52])([CH3:50])[CH3:51]. Reported procedure: To a solution of Intermediate 61c (72.0 mg, 0.19 mmol) in 1,4-dioxane (2.00 mL) was added DIPEA (66 μL, 0.38 mmol) and (5-tert-butyl-2-p-tolyl-2H-pyrazol-3-yl)-carbamic acid 2,2,2-trichloro-ethyl ester (Synthetic Communications, 2009, 39, 3999-4009, which is incorporated herein by reference in its entirety; 77.0 mg, 0.19 mmol). The reaction was heated to 60° C. overnight then cooled and partitioned between EtOAc and water. The aqueous layer was then extracted with EtOAc (3×). The combined organi... Reactants: COC=1C=CC(=C(C(=O)N)C1)OCCC (5-methoxy-2-propoxybenzamide), F[B-](F)(F)F.C(C)[O+](CC)CC (triethyloxonium tetrafluoroborate). The product is F[B-](F)(F)F.COC=1C=CC(=C(C(OCC)=N)C1)OCCC (ethyl 5-methoxy-2-propoxybenzimidate tetrafluoroborate). Yield: 124.6%. As a reaction SMILES: [CH3:1][O:2][C:3]1[CH:4]=[CH:5][C:6]([O:12][CH2:13][CH2:14][CH3:15])=[C:7]([CH:11]=1)[C:8]([NH2:10])=[O:9].[F:16][B-:17]([F:20])([F:19])[F:18].[CH2:21]([O+](CC)CC)[CH3:22]>>[F:16][B-:17]([F:20])([F:19])[F:18].[CH3:1][O:2][C:3]1[CH:4]=[CH:5][C:6]([O:12][CH2:13][CH2:14][CH3:15])=[C:7]([CH:11]=1)[C:8](=[NH:10])[O:9][CH2:21][CH3:22] |f:1.2,3.4|. Procedure: reaction of 5-methoxy-2-propoxybenzamide (10.88 g) with triethyloxonium tetrafluoroborate (0.07 mol) yielded ethyl 5-methoxy-2-propoxybenzimidate tetrafluoroborate (21.0 g); The reactants are COC1=C2CCC(NC2=C(C=C1)C=O)=O (5-Methoxy-2-oxo-1,2,3,4-tetrahydroquinoline-8-carboxaldehyde), C(C)(=O)O (acetic acid). The reagents and catalysts are [C].[Pd] (palladium carbon). Solvent: C(C)O (ethanol). Run at time 1 hour. Product: COC1=C2CCC(NC2=C(C=C1)C)=O (5-methoxy-8-methyl-3,4-dihydro-1H-quinolin-2-one). Yield: 88.6%. As a reaction SMILES: [CH3:1][O:2][C:3]1[CH:12]=[CH:11][C:10]([CH:13]=O)=[C:9]2[C:4]=1[CH2:5][CH2:6][C:7](=[O:15])[NH:8]2.C(O)(=O)C>[C].[Pd].C(O)C>[CH3:1][O:2][C:3]1[CH:12]=[CH:11][C:10]([CH3:13])=[C:9]2[C:4]=1[CH2:5][CH2:6][C:7](=[O:15])[NH:8]2 |f:2.3|. Procedure: 5-Methoxy-2-oxo-1,2,3,4-tetrahydroquinoline-8-carboxaldehyde (1.00 g) and 10% palladium carbon (100 mg) were added to a mixed solvent of acetic acid (10 ml) and ethanol (10 ml), followed by catalytic reduction at 50° C. for 1 hour. The catalyst was filtered off, and the filtrate was concentrated under reduced pressure. The residue was subjected to extraction with ethyl acetate, and the extract was washed twice with water, washed with a saturated sodium chloride solution, dried over sodium sulfat... The reactants are C1OC=2C=C(CCN)C=CC2OC1 (3,4-ethylenedioxyphenethylamine), ClC=1C2=C(N=C(N1)C1=NC=CC=C1)SC(=C2)C (4-chloro-2-(pyridin-2-yl)-6-methyl-thieno-[2,3-d]-pyrimidine). Product: N1=C(C=CC=C1)C=1N=C(C2=C(N1)SC(=C2)C)NCCC2=CC1=C(C=C2)OCCO1 (2-(pyridin-2-yl)-4-(3,4-ethylenedioxyphenethylamino)-6-methyl-thieno-[2,3-d]-pyrimidine). RXN SMILES: [CH2:1]1[CH2:13][O:12][C:11]2[CH:10]=[CH:9][C:5]([CH2:6][CH2:7][NH2:8])=[CH:4][C:3]=2[O:2]1.Cl[C:15]1[C:16]2[CH:29]=[C:28]([CH3:30])[S:27][C:17]=2[N:18]=[C:19]([C:21]2[CH:26]=[CH:25][CH:24]=[CH:23][N:22]=2)[N:20]=1>>[N:22]1[CH:23]=[CH:24][CH:25]=[CH:26][C:21]=1[C:19]1[N:20]=[C:15]([NH:8][CH2:7][CH2:6][C:5]2[CH:9]=[CH:10][C:11]3[O:12][CH2:13][CH2:1][O:2][C:3]=3[CH:4]=2)[C:16]2[CH:29]=[C:28]([CH3:30])[S:27][C:17]=2[N:18]=1. Procedure: With the procedure of Example 1, the reaction of 3,4-ethylenedioxyphenethylamine with 4-chloro-2-(pyridin-2-yl)-6-methyl-thieno-[2,3-d]-pyrimidine yields 2-(pyridin-2-yl)-4-(3,4-ethylenedioxyphenethylamino)-6-methyl-thieno-[2,3-d]-pyrimidine. Solvent: C(C)O (ethanol). Reaction SMILES: [N:1]1([CH2:6][CH2:7][CH2:8][NH2:9])[CH:5]=[CH:4][N:3]=[CH:2]1.[CH3:10][O:11][C:12]1[CH:19]=[CH:18][C:15]([CH:16]=O)=[CH:14][CH:13]=1.C([O:22][C:23](=O)[C:24](=[O:31])[CH2:25][CH2:26][CH2:27][CH2:28][CH2:29][CH3:30])C>C(O)C>[OH:31][C:24]1[C:23](=[O:22])[N:9]([CH2:8][CH2:7][CH2:6][N:1]2[CH:5]=[CH:4][N:3]=[CH:2]2)[CH:16]([C:15]2[CH:18]=[CH:19][C:12]([O:11][CH3:10])=[CH:13][CH:14]=2)[C:25]=1[CH2:26][CH2:27][CH2:28][CH2:29][CH3:30]. Reported procedure: 3-Imidazol-1-yl-propylamine (1 mmol) and 4-Methoxy-benzaldehyde (1 mmol) were added to ethanol (5 ml). After 30 min 2-Oxo-octanoic acid ethyl ester (1 mmol) was added. The reaction was heated to 50° C. and stirred for 24 h. After evaporation of the solvent the residue was purified with chromatographic methods. Run at temperature 50 celsius, time 24 hour. Product: OC=1C(N(C(C1CCCCC)C1=CC=C(C=C1)OC)CCCN1C=NC=C1)=O (3-Hydroxy-1-(3-imidazol-1-yl-propyl)-5-(4-methoxy-phenyl)-4-pentyl-1,5-dihydro-pyrrol-2-one). Reactants: N1(C=NC=C1)CCCN (3-Imidazol-1-yl-propylamine), COC1=CC=C(C=O)C=C1 (4-Methoxy-benzaldehyde), C(C)OC(C(CCCCCC)=O)=O (2-Oxo-octanoic acid ethyl ester). Reactants: FC=1C=CC(=C(C1)B(O)O)OC ((5-fluoro-2-methoxyphenyl)boronic acid), BrC(=C)C(F)(F)F (2-bromo-3,3,3-trifluoroprop-1-ene), C([O-])([O-])=O.[K+].[K+] (potassium carbonate). The reagents and catalysts are Cl[Pd]([P](C1=CC=CC=C1)(C2=CC=CC=C2)C3=CC=CC=C3)([P](C4=CC=CC=C4)(C5=CC=CC=C5)C6=CC=CC=C6)Cl (Dichlorobis(triphenylphosphine)palladium(II)). The solvent is O1CCCC1 (tetrahydrofuran), O (water). Reaction conditions: time 18 hour. The product is FC1=CC(=C(C=C1)OC)C(=C)C(F)(F)F (4-fluoro-1-methoxy-2-(3,3,3-trifluoroprop-1-en-2-yl)benzene). RXN SMILES: [F:1][C:2]1[CH:3]=[CH:4][C:5]([O:11][CH3:12])=[C:6](B(O)O)[CH:7]=1.Br[C:14]([C:16]([F:19])([F:18])[F:17])=[CH2:15].C(=O)([O-])[O-].[K+].[K+]>O1CCCC1.O.Cl[Pd](Cl)([P](C1C=CC=CC=1)(C1C=CC=CC=1)C1C=CC=CC=1)[P](C1C=CC=CC=1)(C1C=CC=CC=1)C1C=CC=CC=1>[F:1][C:2]1[CH:3]=[CH:4][C:5]([O:11][CH3:12])=[C:6]([C:14]([C:16]([F:19])([F:18])[F:17])=[CH2:15])[CH:7]=1 |f:2.3.4,^1:34,53|. Reported procedure: Dichlorobis(triphenylphosphine)palladium(II) (98%, 530 mg, 0.74 mmol) was added to a mixture of (5-fluoro-2-methoxyphenyl)boronic acid (10.0 g, 58.8 mmol), 2-bromo-3,3,3-trifluoroprop-1-ene (6.75 mL, 65.0 mmol) and potassium carbonate (16.3 g, 118 mmol) in tetrahydrofuran (100 mL) and water (30 mL), and the reaction mixture was stirred for 18 hours at room temperature. The aqueous layer was extracted with diethyl ether (100 mL), and the combined organic layers were washed with saturated aqueous ... The reactants are Clc1cccs1, O=C(O)Cc1cccc(Cl)c1. The product is O=C(Cc1cccc(Cl)c1)c1ccc(Cl)s1. As a reaction SMILES: [Cl:12][c:13]1[s:14][cH:15][cH:16][cH:17]1.[Cl:1][c:2]1[cH:3][c:4]([CH2:8][C:9](=[O:10])[OH:11])[cH:5][cH:6][cH:7]1>>[Cl:1][c:2]1[cH:3][c:4]([CH2:8][C:9](=[O:11])[c:15]2[s:14][c:13]([Cl:12])[cH:17][cH:16]2)[cH:5][cH:6][cH:7]1.